This data is from the Open Reaction Database (ORD), a public repository of structured organic reaction records. The task is: describe an organic reaction: reactants, conditions, products, and yield The reactants are O=C([O-])[O-], BrCC1CCCCN1Cc1ccccc1, CCN(C(C)C)C(C)C, Fc1ccc(-c2nn[nH]n2)cc1, [K+], [K+], Cc1ccccc1C. Product: Fc1ccc(-c2nnn(CC3CCCCN3Cc3ccccc3)n2)cc1. As a reaction SMILES: [C:28](=[O:29])([O-:30])[O-:31].[CH2:1]([c:2]1[cH:3][cH:4][cH:5][cH:6][cH:7]1)[N:8]1[CH:9]([CH2:14][Br:15])[CH2:10][CH2:11][CH2:12][CH2:13]1.[CH:34]([N:35]([CH:36]([CH3:37])[CH3:38])[CH2:39][CH3:40])([CH3:41])[CH3:42].[F:16][c:17]1[cH:18][cH:19][c:20](-[c:23]2[n:24][n:25][nH:26][n:27]2)[cH:21][cH:22]1.[K+:32].[K+:33].[c:43]1([CH3:44])[c:45]([CH3:46])[cH:47][cH:48][cH:49][cH:50]1>>[CH2:1]([c:2]1[cH:3][cH:4][cH:5][cH:6][cH:7]1)[N:8]1[CH:9]([CH2:14][n:25]2[n:24][c:23](-[c:20]3[cH:19][cH:18][c:17]([F:16])[cH:22][cH:21]3)[n:27][n:26]2)[CH2:10][CH2:11][CH2:12][CH2:13]1. The reactants are [OH-].[Na+] (Sodium hydroxide), C(C)OC(=O)C=1C=NC2=CC=C(N=C2C1Cl)OC (4-chloro-6-methoxy-[1,5]naphthyridine-3-carboxylic acid ethyl ester). The solvent is O1CCCC1 (tetrahydrofuran), O (water). Run at time 15 hour. Product: ClC1=C(C=NC2=CC=C(N=C12)OC)C(=O)O (4-chloro-6-methoxy-[1,5]naphthyridine-3-carboxylic acid). Isolated yield 96.1%. As a reaction SMILES: [OH-].[Na+].C([O:5][C:6]([C:8]1[CH:9]=[N:10][C:11]2[C:16]([C:17]=1[Cl:18])=[N:15][C:14]([O:19][CH3:20])=[CH:13][CH:12]=2)=[O:7])C>O1CCCC1.O>[Cl:18][C:17]1[C:16]2[C:11](=[CH:12][CH:13]=[C:14]([O:19][CH3:20])[N:15]=2)[N:10]=[CH:9][C:8]=1[C:6]([OH:7])=[O:5] |f:0.1|. Procedure details: Sodium hydroxide (5.86 g, 140.6 mmol, 2.5 eq) is added protionwise at room temperature to a stirred solution of 4-chloro-6-methoxy-[1,5]naphthyridine-3-carboxylic acid ethyl ester (15.0 g, 56.25 mmol, 1.0 eq) in tetrahydrofuran (150 mL) and water (80 mL). After 15 hours stirring at room temperature, tetrahydrofuran is removed, the aqueous layer is cooled down to 0° C. and the pH is adjusted to 3 by the addition of a 2N hydrochloric acid aqueous solution. The resulting precipitate is collected by...